Dataset: the Open Reaction Database (ORD), a public repository of structured organic reaction records. Task: describe an organic reaction: reactants, conditions, products, and yield Reactants: N(=O)[O-].[Na+] (NaNO2), ClC1=C(N)C=CC=C1Cl (2,3-Dichloroaniline), Br (HBr), Cu(I)Br. RXN SMILES: [Cl:1][C:2]1[C:8]([Cl:9])=[CH:7][CH:6]=[CH:5][C:3]=1N.[BrH:10].N([O-])=O.[Na+]>O>[Br:10][C:3]1[CH:5]=[CH:6][CH:7]=[C:8]([Cl:9])[C:2]=1[Cl:1] |f:2.3|. The product is BrC1=C(C(=CC=C1)Cl)Cl (1-bromo-2,3-dichlorobenzene). Solvent: O (water). Run at temperature 35 celsius, time 15 minute. Procedure details: 32.7 g 2,3-Dichloroaniline (0.20 mole) is added to a mixture of 168.5 g of 48% aqueous HBr (1.0 mole, 5.0 equivalents) and 40 ml water at 30-40° C. The mixture is stirred for 15 minutes at 30-40° C. and then heated to 45° C. Then 2.9 g Cu(I)Br (0.02 mole, 0.10 equivalent) is added and the mixture is stirred for 15 minutes at 45° C. After this, an aqueous solution of NaNO2 (40% solution in water, 35.6 g, 0.21 mole, 1.0 equivalents) is added via subsurface feeding over a period of 2 hours at 45° C... The yield is 88.5%. Reactants: CN(C)S(=O)(=O)n1cc(CC(C)(C)C)nc1C(O)C1(c2ccc(-c3ccccn3)cc2)SCCCS1, Cl, C1CCOC1. Yields the product CC(C)(C)Cc1c[nH]c(C(O)C2(c3ccc(-c4ccccn4)cc3)SCCCS2)n1. RXN SMILES: [CH3:2][C:3]([CH2:4][c:5]1[n:6][c:7]([CH:16]([C:17]2([c:23]3[cH:24][cH:25][c:26](-[c:29]4[n:30][cH:31][cH:32][cH:33][cH:34]4)[cH:27][cH:28]3)[S:18][CH2:19][CH2:20][CH2:21][S:22]2)[OH:35])[n:8]([S:10]([N:11]([CH3:12])[CH3:13])(=[O:14])=[O:15])[cH:9]1)([CH3:36])[CH3:37].[ClH:1].[O:38]1[CH2:39][CH2:40][CH2:41][CH2:42]1>>[CH3:2][C:3]([CH2:4][c:5]1[n:6][c:7]([CH:16]([C:17]2([c:23]3[cH:24][cH:25][c:26](-[c:29]4[n:30][cH:31][cH:32][cH:33][cH:34]4)[cH:27][cH:28]3)[S:18][CH2:19][CH2:20][CH2:21][S:22]2)[OH:35])[nH:8][cH:9]1)([CH3:36])[CH3:37]. The reactants are ClC=1C=C(C=CC1F)NC1=NC=NC2=CC(=C(C=C12)N)OCCOC (N4-(3-chloro-4-fluorophenyl)-7-(2-methoxy)ethoxyquinazoline-4,6-diamine), ClC1=NC=NC2=CC(=C(C=C12)[N+](=O)[O-])OC (4-chloro-7-methoxy-6-nitroquinazoline), ClC1=C(C2=C(OCO2)C=C1)N (5-chlorobenzo[d][1,3]dioxolan-4-amine). Product: ClC1=C(C2=C(OCO2)C=C1)NC1=NC=NC2=CC(=C(C=C12)N)OC (N4-(5-chlorobenzo[d][1,3]dioxol-4-yl)-7-methoxyquinazoline-4,6-diamine). Reaction SMILES: ClC1C=C(NC2C3C(=CC(OCCOC)=C(N)C=3)N=CN=2)C=CC=1F.Cl[C:27]1[C:36]2[C:31](=[CH:32][C:33]([O:40][CH3:41])=[C:34]([N+:37]([O-])=O)[CH:35]=2)[N:30]=[CH:29][N:28]=1.[Cl:42][C:43]1[CH:51]=[CH:50][C:46]2[O:47][CH2:48][O:49][C:45]=2[C:44]=1[NH2:52]>>[Cl:42][C:43]1[CH:51]=[CH:50][C:46]2[O:47][CH2:48][O:49][C:45]=2[C:44]=1[NH:52][C:27]1[C:36]2[C:31](=[CH:32][C:33]([O:40][CH3:41])=[C:34]([NH2:37])[CH:35]=2)[N:30]=[CH:29][N:28]=1. Procedure details: Starting material: N4-(5-chlorobenzo[d][1,3]dioxol-4-yl)-7-methoxyquinazoline-4,6-diamine was prepared according to the same method of preparation of N4-(3-chloro-4-fluorophenyl)-7-(2-methoxy)ethoxyquinazoline-4,6-diamine in WO2008/33747, but the starting material were 4-chloro-7-methoxy-6-nitroquinazoline and 5-chlorobenzo[d][1,3]dioxolan-4-amine; other starting materials were prepared as example 1. The reactants are O=C(Cl)c1ccccc1, CC1(C)c2cc(OS(C)(=O)=O)ccc2OC1O, Cl, c1ccncc1. Yields the product CC1(C)c2cc(OS(C)(=O)=O)ccc2OC1OC(=O)c1ccccc1. Reaction SMILES: [C:18]([c:19]1[cH:20][cH:21][cH:22][cH:23][cH:24]1)(=[O:25])[Cl:26].[CH3:1][S:2](=[O:3])(=[O:4])[O:5][c:6]1[cH:7][cH:8][c:9]2[c:10]([cH:17]1)[C:11]([CH3:15])([CH3:16])[CH:12]([OH:14])[O:13]2.[ClH:27].[cH:28]1[cH:29][cH:30][n:31][cH:32][cH:33]1>>[CH3:1][S:2](=[O:3])(=[O:4])[O:5][c:6]1[cH:7][cH:8][c:9]2[c:10]([cH:17]1)[C:11]([CH3:15])([CH3:16])[CH:12]([O:14][C:18]([c:19]1[cH:20][cH:21][cH:22][cH:23][cH:24]1)=[O:25])[O:13]2. Reactants: C1(=CC=CC=C1)CCN (benzeneethanamine), COC(=O)[C@@H]1CC[C@H](CC1)C(=O)O (1,4-trans cyclohexanedicarboxylic acid monomethyl ester), Example 6 ( a ). The product is COC(=O)[C@@H]1CC[C@H](CC1)C(=O)NCCC1=CC=CC=C1 (Methyl-trans-4-(2-phenylethylaminocarbonyl)cyclohexanecarboxylate). RXN SMILES: [C:1]1([CH2:7][CH2:8][NH2:9])[CH:6]=[CH:5][CH:4]=[CH:3][CH:2]=1.[CH3:10][O:11][C:12]([C@H:14]1[CH2:19][CH2:18][C@H:17]([C:20](O)=[O:21])[CH2:16][CH2:15]1)=[O:13]>>[CH3:10][O:11][C:12]([C@H:14]1[CH2:19][CH2:18][C@H:17]([C:20]([NH:9][CH2:8][CH2:7][C:1]2[CH:6]=[CH:5][CH:4]=[CH:3][CH:2]=2)=[O:21])[CH2:16][CH2:15]1)=[O:13]. Procedure: The product was prepared from benzeneethanamine and 1,4-trans cyclohexanedicarboxylic acid monomethyl ester by the method described in Example 6 (a) mp 120°-124°. Run at time 16 hour. Reported procedure: To a suspension of NaH (1.11 g; 46.3 mmol) in dry THF, imidazole (3 g; 44.1 mmol) dissolved in 15 ml dry THF is added drop-wise at RT. After completion of the addition the mixture is refluxed for 1 h. After cooling to RT 1-bromo-4-chloro-butane (15.2 ml; 132 mmol) is added and the reaction is stirred for 16 h at RT. The mixture is acidified with acetic acid, filtered and evaporated. The residue is taken-up in hydrochloric acid (10%, 80 ml) and extracted with EtOAc (2×20 ml). The aqueous layer is... RXN SMILES: [H-].[Na+].[NH:3]1[CH:7]=[CH:6][N:5]=[CH:4]1.Br[CH2:9][CH2:10][CH2:11][CH2:12][Cl:13].[C:14]([OH:17])(=[O:16])[CH3:15]>C1COCC1>[C:14]([OH:17])(=[O:16])[CH3:15].[Cl:13][CH2:12][CH2:11][CH2:10][CH2:9][N:3]1[CH:7]=[CH:6][N:5]=[CH:4]1 |f:0.1,6.7|. Solvent: C1CCOC1 (THF), C1CCOC1 (THF). The reactants are C(C)(=O)O (acetic acid), CC(=O)O (AcOH), [H-].[Na+] (NaH), N1C=NC=C1 (imidazole), BrCCCCCl (1-bromo-4-chloro-butane). Yields the product C(C)(=O)O.ClCCCCN1C=NC=C1 (1-(4-Chloro-butyl)-1H-imidazole acetate). The reactants are C(C1=CC=CC=C1)OC(=O)C=1C=C(C=CC1)NC(NCC(=O)N1C(CC(C1C1=C(C=CC=C1)F)S(=O)(=O)C1=CC=C(C=C1)[N+](=O)[O-])C(=O)OC(C)(C)C)=O (tert-butyl (2RS,4SR,5RS)-1-{2-[3-(3-benzyloxycarbonylphenyl)ureido]acetyl}-5-(2-fluorophenyl)-4-(4-nitrophenyl)sulphonyl-2-pyrrolidinecarboxylate). Reagents/catalysts: [Pd] (palladium-on-charcoal). Solvent: C(C)O (ethanol). Reaction conditions: temperature 20 celsius. Product: NC1=CC=C(C=C1)S(=O)(=O)C1CC(N(C1C1=C(C=CC=C1)F)C(CNC(NC=1C=C(C(=O)O)C=CC1)=O)=O)C(=O)OC(C)(C)C ((2RS,4SR,5RS)-3-(3-{2-[4-(4-aminophenyl)sulphonyl-2-tert-butoxycarbonyl-5-(2-fluorophenyl)-1-pyrrolidinyl]-2-oxoethyl}ureido)benzoic acid). The yield is 66.4%. RXN SMILES: C([O:8][C:9]([C:11]1[CH:12]=[C:13]([NH:17][C:18](=[O:54])[NH:19][CH2:20][C:21]([N:23]2[CH:27]([C:28]3[CH:33]=[CH:32][CH:31]=[CH:30][C:29]=3[F:34])[CH:26]([S:35]([C:38]3[CH:43]=[CH:42][C:41]([N+:44]([O-])=O)=[CH:40][CH:39]=3)(=[O:37])=[O:36])[CH2:25][CH:24]2[C:47]([O:49][C:50]([CH3:53])([CH3:52])[CH3:51])=[O:48])=[O:22])[CH:14]=[CH:15][CH:16]=1)=[O:10])C1C=CC=CC=1>C(O)C.[Pd]>[NH2:44][C:41]1[CH:40]=[CH:39][C:38]([S:35]([CH:26]2[CH:27]([C:28]3[CH:33]=[CH:32][CH:31]=[CH:30][C:29]=3[F:34])[N:23]([C:21](=[O:22])[CH2:20][NH:19][C:18](=[O:54])[NH:17][C:13]3[CH:12]=[C:11]([CH:16]=[CH:15][CH:14]=3)[C:9]([OH:10])=[O:8])[CH:24]([C:47]([O:49][C:50]([CH3:53])([CH3:52])[CH3:51])=[O:48])[CH2:25]2)(=[O:37])=[O:36])=[CH:43][CH:42]=1. Procedure: A To a solution of 1.7 g of tert-butyl (2RS,4SR,5RS)-1-{2-[3-(3-benzyloxycarbonylphenyl)ureido]acetyl}-5-(2-fluorophenyl)-4-(4-nitrophenyl)sulphonyl-2-pyrrolidinecarboxylate in 100 cm3 of ethanol is added 0.2 g of 10% palladium-on-charcoal. The suspension is stirred for twenty hours at a temperature in the region of 20° C. under a hydrogen atmosphere (130 kPa). The catalyst is separated out by filtration on Celite and the filtrate is concentrated to dryness under reduced pressure. The residue is... Starting materials: Cc1ccc2cccc(OCc3c(C)ccc([N+](=O)[O-])c3C)c2n1, CO, ClC(Cl)Cl, [Cl-], NN, O. Yields the product Cc1ccc2cccc(OCc3c(C)ccc(N)c3C)c2n1. Reaction SMILES: [CH3:1][c:2]1[c:3]([CH2:4][O:5][c:6]2[cH:7][cH:8][cH:9][c:10]3[cH:11][cH:12][c:13]([CH3:16])[n:14][c:15]23)[c:17]([CH3:24])[cH:18][cH:19][c:20]1[N+:21]([O-:22])=[O:23].[CH3:33][OH:34].[CH:29]([Cl:30])([Cl:31])[Cl:32].[Cl-:25].[NH2:27][NH2:28].[OH2:26]>>[CH3:1][c:2]1[c:3]([CH2:4][O:5][c:6]2[cH:7][cH:8][cH:9][c:10]3[cH:11][cH:12][c:13]([CH3:16])[n:14][c:15]23)[c:17]([CH3:24])[cH:18][cH:19][c:20]1[NH2:21]. The reactants are COC1=CC=CC(=N1)B1OC(C)(C)C(C)(C)O1 (6-methoxy pyridine-2-boronic acid pinacol ester), BrC=1C=C(C=CC1)S(=O)(=O)NC1=C(C=CC=C1)S(=O)(=O)N (2-[(3-bromophenyl)sulfonylamino]benzenesulfonamide), C(=O)([O-])[O-].[Na+].[Na+] (Na2CO3), O (water). Reagents/catalysts: C(Cl)Cl.[Pd](Cl)Cl.C1(=CC=CC=C1)P([C-]1C=CC=C1)C1=CC=CC=C1.[C-]1(C=CC=C1)P(C1=CC=CC=C1)C1=CC=CC=C1.[Fe+2] (1,1′-Bis(diphenylphosphino)ferrocene palladium dichloride methylene chloride). The solvent is C(Cl)Cl (DCM), C1CCOC1 (THF), [Cl-].[Na+].O (brine). Reaction conditions: temperature 120 celsius. Product: COC1=CC=CC(=N1)C=1C=C(C=CC1)S(=O)(=O)NC1=C(C=CC=C1)S(N)(=O)=O (3-(6-Methoxypyridin-2-yl)-N-(2-sulfamoylphenyl)benzenesulfonamide). Isolated yield 18.8%. RXN SMILES: [CH3:1][O:2][C:3]1[N:8]=[C:7](B2OC(C)(C)C(C)(C)O2)[CH:6]=[CH:5][CH:4]=1.Br[C:19]1[CH:20]=[C:21]([S:25]([NH:28][C:29]2[CH:34]=[CH:33][CH:32]=[CH:31][C:30]=2[S:35]([NH2:38])(=[O:37])=[O:36])(=[O:27])=[O:26])[CH:22]=[CH:23][CH:24]=1.C([O-])([O-])=O.[Na+].[Na+].O>C1COCC1.[Cl-].[Na+].O.C(Cl)Cl.[Pd](Cl)Cl.C1(P(C2C=CC=CC=2)[C-]2C=CC=C2)C=CC=CC=1.[C-]1(P(C2C=CC=CC=2)C2C=CC=CC=2)C=CC=C1.[Fe+2].C(Cl)Cl>[CH3:1][O:2][C:3]1[N:8]=[C:7]([C:19]2[CH:20]=[C:21]([S:25]([NH:28][C:29]3[CH:34]=[CH:33][CH:32]=[CH:31][C:30]=3[S:35](=[O:36])(=[O:37])[NH2:38])(=[O:26])=[O:27])[CH:22]=[CH:23][CH:24]=2)[CH:6]=[CH:5][CH:4]=1 |f:2.3.4,7.8.9,10.11.12.13.14|. Reported procedure: 1,1′-Bis(diphenylphosphino)ferrocene palladium dichloride methylene chloride adduct (14 mg, 0.02 mmol) was added to a solution of 6-methoxy pyridine-2-boronic acid pinacol ester (135 mg, 0.57 mmol), 2-[(3-bromophenyl)sulfonylamino]benzenesulfonamide (150 mg, 0.38 mmol) (see Example 113a) and Na2CO3 (0.18 mg, 1.72 mmol) in THF:water, 10:1 (4 mL). The reaction mixture was heated in a microwave reactor at 120° C. for 20 min. Some DCM was added followed by brine and the aqueous layer was extracted t... Starting materials: NC=1N=C(C2=C(N1)N(C=C2C)[C@H]2[C@@H](O)[C@H](O)[C@H](O2)CO)Cl (2-Amino-7-β-D-arabinofuranosyl-4-chloro-5-methyl-7H-pyrrolo[2,3-d]pyrimidine), [OH-].[Na+] (NaOH), Cl (HCl). Reaction conditions: time 1 hour. Yields the product NC=1NC(C2=C(N1)N(C=C2C)[C@H]2[C@@H](O)[C@H](O)[C@H](O2)CO)=O (2-Amino-7-(β-D-arabinofuranosyl)-5-methyl-7H-pyrrolo[2,3-d]pyrimidin-4(3H)-one). Reaction SMILES: [NH2:1][C:2]1[N:3]=[C:4](Cl)[C:5]2[C:10]([CH3:11])=[CH:9][N:8]([C@@H:12]3[O:18][C@H:17]([CH2:19][OH:20])[C@@H:15]([OH:16])[C@@H:13]3[OH:14])[C:6]=2[N:7]=1.[OH-:22].[Na+].Cl>>[NH2:1][C:2]1[NH:3][C:4](=[O:22])[C:5]2[C:10]([CH3:11])=[CH:9][N:8]([C@@H:12]3[O:18][C@H:17]([CH2:19][OH:20])[C@@H:15]([OH:16])[C@@H:13]3[OH:14])[C:6]=2[N:7]=1 |f:1.2|. Procedure: To the compound from Step B (157 mg, 0.50 mmol) was added NaOH (2M, aqueous) (2 mL). The resulting solution was stirred at relux for 1 h, cooled and neutralized by addition of HCl (2M, aqueous). The mixture was evaporated in vacuo and the crude product purified on silica using methanol/dichloromehane (2:8) as eluent. Fractions containing the product were pooled and evaporated in vacuo to give the desired product (53 mg) as a colorless powder.